From a dataset of the Open Reaction Database (ORD), a public repository of structured organic reaction records. describe an organic reaction: reactants, conditions, products, and yield Reactants: O=C(CCCCl)c1ccc(F)cc1, c1ccc2c(c1)CCN2C1CCNCC1. Yields the product O=C(CCCN1CCC(N2CCc3ccccc32)CC1)c1ccc(F)cc1. Reaction SMILES: [Cl:16][CH2:17][CH2:18][CH2:19][C:20](=[O:21])[c:22]1[cH:23][cH:24][c:25]([F:28])[cH:26][cH:27]1.[NH:1]1[CH2:2][CH2:3][CH:4]([N:7]2[CH2:8][CH2:9][c:10]3[cH:11][cH:12][cH:13][cH:14][c:15]32)[CH2:5][CH2:6]1>>[N:1]1([CH2:17][CH2:18][CH2:19][C:20](=[O:21])[c:22]2[cH:23][cH:24][c:25]([F:28])[cH:26][cH:27]2)[CH2:2][CH2:3][CH:4]([N:7]2[CH2:8][CH2:9][c:10]3[cH:11][cH:12][cH:13][cH:14][c:15]32)[CH2:5][CH2:6]1. Reactants: O=C(CBr)c1cccc(F)c1, CC#N, COC(=O)CC(C)=O. Yields the product COC(=O)C(CC(=O)c1cccc(F)c1)C(C)=O. Reaction SMILES: [Br:1][CH2:2][C:3](=[O:4])[c:5]1[cH:6][c:7]([F:11])[cH:8][cH:9][cH:10]1.[CH3:20][C:21]#[N:22].[O:12]=[C:13]([CH2:14][C:15](=[O:16])[O:17][CH3:18])[CH3:19]>>[CH2:2]([C:3](=[O:4])[c:5]1[cH:6][c:7]([F:11])[cH:8][cH:9][cH:10]1)[CH:14]([C:13](=[O:12])[CH3:19])[C:15](=[O:16])[O:17][CH3:18]. Run in CN(C=O)C (dimethylformamide). Starting materials: OC(CCCCC1C=CCC1)CC (3-(5-hydroxyhept-1-yl)cyclopentene), N1C=NC=C1 (imidazole), C(C)C(CCCCC1C=CCC1)O (alpha-ethyl-2-cyclopenten-1-pentanol), [Si](C)(C)(C(C)(C)C)Cl (t-butyldimethylsilylchloride). Reaction SMILES: [OH:1][CH:2]([CH2:12][CH3:13])[CH2:3][CH2:4][CH2:5][CH2:6][CH:7]1[CH2:11][CH2:10][CH:9]=[CH:8]1.[Si:14](Cl)([C:17]([CH3:20])([CH3:19])[CH3:18])([CH3:16])[CH3:15].N1C=CN=C1>CN(C)C=O>[CH:7]1([CH2:6][CH2:5][CH2:4][CH2:3][CH:2]([O:1][CH2:18][C:17]([SiH:14]([CH3:16])[CH3:15])([CH3:20])[CH3:19])[CH2:12][CH3:13])[CH2:11][CH2:10][CH:9]=[CH:8]1.[CH3:18][C:17]([Si:14]([CH3:16])([CH3:15])[O:1][CH:2]([CH2:12][CH3:13])[CH2:3][CH2:4][CH2:5][CH2:6][CH:7]1[CH2:11][CH2:10][CH:9]=[CH:8]1)([CH3:20])[CH3:19] |f:4.5|. Reported procedure: The procedure followed is the same as that described in Examples 7 and 8 using 3-(5-hydroxyhept-1-yl)cyclopentene {alpha-ethyl-2-cyclopenten-1-pentanol} (32.5 g, 0.177 moles), t-butyldimethylsilylchloride (29.3 g, 0.194 moles), imidazole (13.3 g, 0.194 moles), and dimethylformamide (163 ml). The crude product is fractionally distilled under reduced pressure leaving a clear, colorless oil (48 g, 0.162 moles), BP 103° C./0.15 mm. The product is C1(C=CCC1)CCCCC(CC)OCC(C)(C)[SiH](C)C.CC(C)(C)[Si](OC(CCCCC1C=CCC1)CC)(C)C (3-(5-[(1,1-dimethylethyl)dimethylsiloxy]hept-1-yl)cyclopentene {[[5-(2-cyclopenten-1-yl)-1-ethylpentyl]oxy]1,1-dimethylethyl)dimethylsilane). Reactants: C(C)N(C(C)C)C(C)C (N-ethyldiisopropylamine), Cl.CN(CCCN=C=NCC)C (N-(3-dimethylaminopropyl)-N′-ethylcarbodiimide hydrochloride), ClC1=CC=C(C=C1)C1=NOC(=C1COC1=NC=C(C(=O)O)C=C1)CO (6-[3-(4-chloro-phenyl)-5-hydroxymethyl-isoxazol-4-ylmethoxy]-nicotinic acid), CC(C(F)(F)F)N (L-2,2,2-trifluoro-1-(methyl)ethylamine), O.ON1N=NC2=C1C=CC=C2 (1-hydroxybenzotriazole hydrate). Solvent: C1CCOC1 (THF). Conditions: time 8 hour. The product is ClC1=CC=C(C=C1)C1=NOC(=C1COC1=NC=C(C(=O)N[C@H](C(F)(F)F)C)C=C1)CO (6-[3-(4-Chloro-phenyl)-5-hydroxymethyl-isoxazol-4-ylmethoxy]-N-([S]-2,2,2-trifluoro-1-methyl-ethyl)-nicotinamide). Isolated yield 58.8%. Reaction SMILES: [Cl:1][C:2]1[CH:7]=[CH:6][C:5]([C:8]2[C:12]([CH2:13][O:14][C:15]3[CH:23]=[CH:22][C:18]([C:19]([OH:21])=O)=[CH:17][N:16]=3)=[C:11]([CH2:24][OH:25])[O:10][N:9]=2)=[CH:4][CH:3]=1.[CH3:26][CH:27]([NH2:32])[C:28]([F:31])([F:30])[F:29].O.ON1C2C=CC=CC=2N=N1.C(N(C(C)C)C(C)C)C.Cl.CN(C)CCCN=C=NCC>C1COCC1>[Cl:1][C:2]1[CH:3]=[CH:4][C:5]([C:8]2[C:12]([CH2:13][O:14][C:15]3[CH:23]=[CH:22][C:18]([C:19]([NH:32][C@@H:27]([CH3:26])[C:28]([F:31])([F:30])[F:29])=[O:21])=[CH:17][N:16]=3)=[C:11]([CH2:24][OH:25])[O:10][N:9]=2)=[CH:6][CH:7]=1 |f:2.3,5.6|. Reported procedure: To a solution of 6-[3-(4-chloro-phenyl)-5-hydroxymethyl-isoxazol-4-ylmethoxy]-nicotinic acid (100 mg, 0.28 mmol) and L-2,2,2-trifluoro-1-(methyl)ethylamine (32 mg, 0.28 mmol) in THF (10 mL) were added at 0° C., 1-hydroxybenzotriazole hydrate (43.3 mg, 0.28 mmol), N-ethyldiisopropylamine (121 μL, 0.69 mmol) and N-(3-dimethylaminopropyl)-N′-ethylcarbodiimide hydrochloride (54.2 mg, 0.28 mmol). The reaction mixture was stirred at room temperature overnight. The solvent was removed by distillation. ... The reactants are COc1ccc2c(c1)CC(C)OC2c1ccc([N+](=O)[O-])cc1, CS(C)=O, Cl, [Na+], CN(C)C=O, [OH-]. Product: COc1ccc2c(c1)CC(C)OC2(O)c1ccc([N+](=O)[O-])cc1. Reaction SMILES: [CH3:1][CH:2]1[O:3][CH:4]([c:14]2[cH:15][cH:16][c:17]([N+:20](=[O:21])[O-:22])[cH:18][cH:19]2)[c:5]2[cH:6][cH:7][c:8]([O:12][CH3:13])[cH:9][c:10]2[CH2:11]1.[CH3:26][S:27]([CH3:28])=[O:29].[ClH:25].[Na+:24].[O:30]=[CH:31][N:32]([CH3:33])[CH3:34].[OH-:23]>>[CH3:1][CH:2]1[O:3][C:4]([c:14]2[cH:15][cH:16][c:17]([N+:20](=[O:21])[O-:22])[cH:18][cH:19]2)([OH:23])[c:5]2[cH:6][cH:7][c:8]([O:12][CH3:13])[cH:9][c:10]2[CH2:11]1.